Dataset: the Open Reaction Database (ORD), a public repository of structured organic reaction records. Task: describe an organic reaction: reactants, conditions, products, and yield Reactants: CCO, COC(=O)CCC1(NC(=O)c2cc3ccccc3cn2)C(=O)N(c2ccc(F)cc2)c2cc(OC)ccc21, [Na+], [OH-]. Product: COc1ccc2c(c1)N(c1ccc(F)cc1)C(=O)C2(CCC(=O)[O-])NC(=O)c1cc2ccccc2cn1, [Na+]. As a reaction SMILES: [CH3:41][CH2:42][OH:43].[F:3][c:4]1[cH:5][cH:6][c:7]([N:10]2[C:11](=[O:40])[C:12]([NH:21][C:22](=[O:23])[c:24]3[n:25][cH:26][c:27]4[cH:28][cH:29][cH:30][cH:31][c:32]4[cH:33]3)([CH2:34][CH2:35][C:36](=[O:37])[O:38][CH3:39])[c:13]3[cH:14][cH:15][c:16]([O:19][CH3:20])[cH:17][c:18]32)[cH:8][cH:9]1.[Na+:2].[OH-:1]>>[F:3][c:4]1[cH:5][cH:6][c:7]([N:10]2[C:11](=[O:40])[C:12]([NH:21][C:22](=[O:23])[c:24]3[n:25][cH:26][c:27]4[cH:28][cH:29][cH:30][cH:31][c:32]4[cH:33]3)([CH2:34][CH2:35][C:36](=[O:37])[O-:38])[c:13]3[cH:14][cH:15][c:16]([O:19][CH3:20])[cH:17][c:18]32)[cH:8][cH:9]1.[Na+:2]. The reactants are FC1=C(C(=CC=C1)F)N1C(C=CC2=C1N=C(N=C2C=2C=C(C(=O)O)C=CC2C)S(=O)C)=O (3-[8-(2,6-difluorophenyl)-2-(methylsulfinyl)-7-oxo-7,8-dihydropyrido[2,3-d]pyrimidin-4-yl]-4-methylbenzoic acid), C(C)N(CCCN)CC (N,N-diethyl-1,3-propanediamine). The solvent is ClCCl (dichloromethane). Reaction conditions: time 8 hour. The product is C(C)N(CCCNC=1N=C(C2=C(N1)N(C(C=C2)=O)C2=C(C=CC=C2F)F)C=2C=C(C(=O)O)C=CC2C)CC (3-[2-{[3-(diethylamino)propyl]amino}-8-(2,6-difluorophenyl)-7-oxo-7,8-dihydropyrido[2,3-d]pyrimidin-4-yl]-4-methylbenzoic acid). Isolated yield 101.0%. As a reaction SMILES: [F:1][C:2]1[CH:7]=[CH:6][CH:5]=[C:4]([F:8])[C:3]=1[N:9]1[C:14]2[N:15]=[C:16](S(C)=O)[N:17]=[C:18]([C:19]3[CH:20]=[C:21]([CH:25]=[CH:26][C:27]=3[CH3:28])[C:22]([OH:24])=[O:23])[C:13]=2[CH:12]=[CH:11][C:10]1=[O:32].[CH2:33]([N:35]([CH2:40][CH3:41])[CH2:36][CH2:37][CH2:38][NH2:39])[CH3:34]>ClCCl>[CH2:33]([N:35]([CH2:40][CH3:41])[CH2:36][CH2:37][CH2:38][NH:39][C:16]1[N:17]=[C:18]([C:19]2[CH:20]=[C:21]([CH:25]=[CH:26][C:27]=2[CH3:28])[C:22]([OH:24])=[O:23])[C:13]2[CH:12]=[CH:11][C:10](=[O:32])[N:9]([C:3]3[C:2]([F:1])=[CH:7][CH:6]=[CH:5][C:4]=3[F:8])[C:14]=2[N:15]=1)[CH3:34]. Reported procedure: To the compound 3-[8-(2,6-difluorophenyl)-2-(methylsulfinyl)-7-oxo-7,8-dihydropyrido[2,3-d]pyrimidin-4-yl]-4-methylbenzoic acid (600 mg, 1.32 mmol) in dichloromethane (30 mL) was added N,N-diethyl-1,3-propanediamine (0.624 mL, 4.0 mol). The mixture was stirred at room temperature overnight. Solvent was removed by rotovap. Separation by HPLC with TFA afforded the title compound (695 mg, 85%). LC-MS m/z 522 (M+H)+. Reactants: O=CC(Br)Cc1ccccc1, CCO, NC(N)=O. Yields the product O=CCCc1ccccc1. RXN SMILES: [Br:1][CH:2]([CH:3]=[O:4])[CH2:5][c:6]1[cH:7][cH:8][cH:9][cH:10][cH:11]1.[CH3:16][CH2:17][OH:18].[NH2:12][C:13](=[O:14])[NH2:15]>>[CH2:2]([CH:3]=[O:4])[CH2:5][c:6]1[cH:7][cH:8][cH:9][cH:10][cH:11]1. Reactants: [O-][n+]1onc2nc(Cl)ccc21, ClCCl, c1ccc(P(c2ccccc2)c2ccccc2)cc1. The product is Clc1ccc2nonc2n1. RXN SMILES: [Cl:1][c:2]1[cH:3][cH:4][c:5]2[c:6]([n:7]1)[n:8][o:9][n+:10]2[O-:11].[Cl:31][CH2:32][Cl:33].[c:12]1([P:13]([c:14]2[cH:15][cH:16][cH:17][cH:18][cH:19]2)[c:20]2[cH:21][cH:22][cH:23][cH:24][cH:25]2)[cH:26][cH:27][cH:28][cH:29][cH:30]1>>[Cl:1][c:2]1[cH:3][cH:4][c:5]2[c:6]([n:7]1)[n:8][o:9][n:10]2. Starting materials: Cc1nc[nH]c1CSCCN, CC#N, CSC(=N)NS(=O)(=O)c1ccccc1. Yields the product Cc1nc[nH]c1CSCCNC(=N)NS(=O)(=O)c1ccccc1. As a reaction SMILES: [CH3:1][c:2]1[n:3][cH:4][nH:5][c:6]1[CH2:7][S:8][CH2:9][CH2:10][NH2:11].[CH3:26][C:27]#[N:28].[c:12]1([S:18](=[O:19])(=[O:20])[NH:21][C:22]([S:23][CH3:24])=[NH:25])[cH:13][cH:14][cH:15][cH:16][cH:17]1>>[CH3:1][c:2]1[n:3][cH:4][nH:5][c:6]1[CH2:7][S:8][CH2:9][CH2:10][NH:11][C:22]([NH:21][S:18]([c:12]1[cH:13][cH:14][cH:15][cH:16][cH:17]1)(=[O:19])=[O:20])=[NH:25]. Reactants: ON=C(C(=O)OC)C(=O)C (methyl 2-hydroxyiminoacetoacetate), S(=O)(=O)(Cl)Cl (sulfuryl chloride). The solvent is C(Cl)Cl (methylene chloride). Reaction conditions: time 3 day. Yields the product ClCC(C(C(=O)OC)=NO)=O (methyl 4-chloro-2-hydroxyiminoacetoacetate). Isolated yield 85.9%. RXN SMILES: [OH:1][N:2]=[C:3]([C:8]([CH3:10])=[O:9])[C:4]([O:6][CH3:7])=[O:5].S(Cl)([Cl:14])(=O)=O>C(Cl)Cl>[Cl:14][CH2:10][C:8](=[O:9])[C:3](=[N:2][OH:1])[C:4]([O:6][CH3:7])=[O:5]. Procedure details: In 50 ml of methylene chloride is dissolved 19 g of methyl 2-hydroxyiminoacetoacetate and under ice-cooling and stirring 19.6 g of sulfuryl chloride is added dropwise. The mixture is stirred at room temperature for 3 days, after which the methylene chloride is distilled off under reduced pressure. The residue is dissolved in 200 ml of ether and washed seven times with 100 ml portions of water. The ether layer is dried over anhydrous sodium sulfate and concentrated under reduced pressure to give ... Reactants: C(CCC)[Li] (n-butyllithium), S1C=NC=C1 (thiazole), organozinc, ethyl 4-[(8-trifluoromethylsulfonyloxy-7,8-dihydro-8,8-dimethylnaphth-3-yl)ethynyl]benzoate, FC(S(=O)(=O)OC=1C=2C=C(C=CC2C(CC1)(C)C)C#CC1=CC=C(C(=O)OCC)C=C1)(F)F (Ethyl 4-[(5-trifluoromethylsulfonyloxy-7,8-dihydro-8,8-dimethylnaphth-3-yl)ethynyl]benzoate). The reagents and catalysts are [Cl-].[Zn+2].[Cl-] (zinc chloride), C=1C=CC(=CC1)[P](C=2C=CC=CC2)(C=3C=CC=CC3)[Pd]([P](C=4C=CC=CC4)(C=5C=CC=CC5)C=6C=CC=CC6)([P](C=7C=CC=CC7)(C=8C=CC=CC8)C=9C=CC=CC9)[P](C=1C=CC=CC1)(C=1C=CC=CC1)C=1C=CC=CC1 (tetrakis(triphenylphosphine)palladium(0)). Run in C1CCOC1 (THF), C1CCOC1 (THF), [NH4+].[Cl-] (NH4Cl), C1CCOC1 (THF). Reaction conditions: time 30 minute. Product: [Li]C=1SC=CN1 (2-lithiothiazole), CC1(CC=C(C=2C=C(C=CC12)C#CC1=CC=C(C(=O)OCC)C=C1)C=1SC=CN1)C (Ethyl 4-[(7,8-dihydro-8,8-dimethyl-5-(2-thiazolyl)naphth-3-yl)ethynyl]benzoate). As a reaction SMILES: [CH2:1]([Li:5])CCC.[S:6]1[CH:10]=[CH:9][N:8]=[CH:7]1.FC(F)(F)S(O[C:17]1[C:18]2[CH:19]=[C:20]([C:29]#[C:30][C:31]3[CH:41]=[CH:40][C:34]([C:35]([O:37][CH2:38][CH3:39])=[O:36])=[CH:33][CH:32]=3)[CH:21]=[CH:22][C:23]=2[C:24]([CH3:28])([CH3:27])[CH2:25][CH:26]=1)(=O)=O>C1COCC1.[NH4+].[Cl-].[Cl-].[Zn+2].[Cl-].C1C=CC([P]([Pd]([P](C2C=CC=CC=2)(C2C=CC=CC=2)C2C=CC=CC=2)([P](C2C=CC=CC=2)(C2C=CC=CC=2)C2C=CC=CC=2)[P](C2C=CC=CC=2)(C2C=CC=CC=2)C2C=CC=CC=2)(C2C=CC=CC=2)C2C=CC=CC=2)=CC=1>[Li:5][C:1]1[S:6][CH:10]=[CH:9][N:8]=1.[CH3:28][C:24]1([CH3:27])[C:23]2[CH:22]=[CH:21][C:20]([C:29]#[C:30][C:31]3[CH:32]=[CH:33][C:34]([C:35]([O:37][CH2:38][CH3:39])=[O:36])=[CH:40][CH:41]=3)=[CH:19][C:18]=2[C:17]([C:7]2[S:6][CH:10]=[CH:9][N:8]=2)=[CH:26][CH2:25]1 |f:4.5,6.7.8,^1:57,59,78,97|. Procedure details: A solution of 2-lithiothiazole was prepared by the addition of 41.2 mg (0.42 ml, 0.63 mmol) of n-butyllithium (1.5M solution in hexanes) to a cold solution (−78° C.) of 53.4 mg (0.63 mmol) of thiazole in 1.0 ml of THF. The solution was stirred at for 30 minutes and then a solution of 113.9 mg (0.84 mmol) of zinc chloride in 1.5 ml of THF was added. The resulting solution was warmed to room temperature, stirred for 30 minutes and then the organozinc was added via cannula to a solution of 200.0 mg... Reactants: BrC1=NN2C(C=C(C=C2)NC(=O)C2=C(C=NN2C)C(=O)OCC)=N1 (ethyl 5-(2-bromo-[1,2,4]triazolo[1,5-a]pyridin-7-ylcarbamoyl)-1-methyl-1H-pyrazole-4-carboxylate), O.[OH-].[Li+] (lithium hydroxide hydrate). Run in CO (methanol), O (water). Reaction conditions: temperature 50 celsius, time 4 hour. Product: BrC1=NN2C(C=C(C=C2)NC(=O)C2=C(C=NN2C)C(=O)O)=N1 (5-(2-bromo-[1,2,4]triazolo[1,5-a]pyridin-7-ylcarbamoyl)-1-methyl-1H-pyrazole-4-carboxylic acid). Yield: 83.4%. RXN SMILES: [Br:1][C:2]1[N:24]=[C:5]2[CH:6]=[C:7]([NH:10][C:11]([C:13]3[N:17]([CH3:18])[N:16]=[CH:15][C:14]=3[C:19]([O:21]CC)=[O:20])=[O:12])[CH:8]=[CH:9][N:4]2[N:3]=1.O.[OH-].[Li+]>CO.O>[Br:1][C:2]1[N:24]=[C:5]2[CH:6]=[C:7]([NH:10][C:11]([C:13]3[N:17]([CH3:18])[N:16]=[CH:15][C:14]=3[C:19]([OH:21])=[O:20])=[O:12])[CH:8]=[CH:9][N:4]2[N:3]=1 |f:1.2.3|. Procedure: A mixture of ethyl 5-(2-bromo-[1,2,4]triazolo[1,5-a]pyridin-7-ylcarbamoyl)-1-methyl-1H-pyrazole-4-carboxylate (1.2 g, 3.05 mmol) and lithium hydroxide hydrate (512 mg, 12.2 mmol) in methanol (40 ml) and water (10 ml) was stirred for 4 hours at 50° C. The solvent was evaporated, the residue was dissolved with water and acidified to pH=0 using hydrochloric acid 37%. The precipitated solid was filtered off and washed with water and dried in vacuo affording 5-(2-bromo-[1,2,4]triazolo[1,5-a]pyridin-7... Starting materials: N=1N(N=CC1)C1=C(C(=O)NC2C(CCC2)CC2=NC=CC(=C2)C(F)(F)F)C=CC=C1 (2-(2H-1,2,3-Triazol-2-yl)-N-(2-{[4-(trifluoromethyl)pyridin-2-yl]methyl}cyclopentyl)benzamide), N=1N(N=CC1)C1=C(C(=O)O)C=CC=C1 (2-(2H-1,2,3-triazol-2-yl)benzoic acid), FC(C=1C=CC(=NC1)CC1C(CCC1)N)(F)F (2-{[5-(trifluoromethyl)pyridin-2-yl]methyl}cyclopentan-1-amine), FC(C=1C=CC(=NC1)CC1C(CCC1)N)(F)F (2-{[5-(trifluoromethyl)pyridin-2-yl]methyl}cyclopentan-1-amine). The product is N=1N(N=CC1)C1=C(C(=O)NC2C(CCC2)CC2=NC=C(C=C2)C(F)(F)F)C=CC=C1 (2-(2H-1,2,3-Triazol-2-yl)-N-(2-{[5-(trifluoromethyl)pyridin-2-yl]methyl}cyclopentyl)benzamide). RXN SMILES: [N:1]1[N:2]([C:6]2[CH:30]=[CH:29][CH:28]=[CH:27][C:7]=2[C:8]([NH:10][CH:11]2[CH2:15][CH2:14][CH2:13][CH:12]2[CH2:16][C:17]2[CH:22]=[C:21](C(F)(F)F)[CH:20]=[CH:19][N:18]=2)=[O:9])[N:3]=[CH:4][CH:5]=1.[F:31][C:32]([F:47])([F:46])C1C=CC(CC2CCCC2N)=NC=1.N1N(C2C=CC=CC=2C(O)=O)N=CC=1>>[N:3]1[N:2]([C:6]2[CH:30]=[CH:29][CH:28]=[CH:27][C:7]=2[C:8]([NH:10][CH:11]2[CH2:15][CH2:14][CH2:13][CH:12]2[CH2:16][C:17]2[CH:22]=[CH:21][C:20]([C:32]([F:47])([F:46])[F:31])=[CH:19][N:18]=2)=[O:9])[N:1]=[CH:5][CH:4]=1. Procedure: Prepared according to the procedure for 2-(2H-1,2,3-triazol-2-yl)-N-(2-{[4-(trifluoromethyl)pyridin-2-yl]methyl}cyclopentyl)benzamide (Example 22) from 2-{[5-(trifluoromethyl)pyridin-2-yl]methyl}cyclopentan-1-amine (Intermediate 13; 33 mg, 0.14 mmol) and 2-(2H-1,2,3-triazol-2-yl)benzoic acid (CAS number 1001401-62-2; 31 mg, 0.16 mmol) and then was purified by column chromatography (silica, 0-100% ethyl acetate/petrol) to afford the title compound. The reactants are ClC=1C=C(N)C=C(C1OC(C(C(F)(F)F)F)(F)F)Cl (3,5-dichloro-4-(1,1,2,3,3,3-hexafluoropropyloxy)aniline), FC1=C(C(=O)N=C=O)C(=CC=C1)F (2,6-difluorobenzoylisocyanate). Run in C1(=CC=CC=C1)C (toluene), C1(=CC=CC=C1)C (toluene). Reaction conditions: time 12 hour. Yields the product FC1=C(C(=O)NC(=O)NC2=CC(=C(C(=C2)Cl)OC(C(C(F)(F)F)F)(F)F)Cl)C(=CC=C1)F (N-(2,6-difluorobenzoyl)-N'-[3,5-dichloro-4-(1,1,2,3,3,3-hexafluoropropyloxy)phenyl]urea), compound 1. RXN SMILES: [Cl:1][C:2]1[CH:3]=[C:4]([CH:6]=[C:7]([Cl:19])[C:8]=1[O:9][C:10]([F:18])([F:17])[CH:11]([F:16])[C:12]([F:15])([F:14])[F:13])[NH2:5].[F:20][C:21]1[CH:31]=[CH:30][CH:29]=[C:28]([F:32])[C:22]=1[C:23]([N:25]=[C:26]=[O:27])=[O:24]>C1(C)C=CC=CC=1>[F:20][C:21]1[CH:31]=[CH:30][CH:29]=[C:28]([F:32])[C:22]=1[C:23]([NH:25][C:26]([NH:5][C:4]1[CH:3]=[C:2]([Cl:1])[C:8]([O:9][C:10]([F:17])([F:18])[CH:11]([F:16])[C:12]([F:15])([F:14])[F:13])=[C:7]([Cl:19])[CH:6]=1)=[O:27])=[O:24]. Procedure details: 4.3 g of 3,5-dichloro-4-(1,1,2,3,3,3-hexafluoropropyloxy)aniline are dissolved with stirring in 50 ml of dry toluene and, with exclusion of moisture, a solution of 2.41 g of 2,6-difluorobenzoylisocyanate in 10 ml of dry toluene is added at room temperature. The batch is stirred for a further 12 hours at room temperature. About 75% of the solvent is then removed by rotary evaporation, the precipitated residue is filtered with suction, washed with a small amount of cold toluene and hexane and then...